Dataset: the Open Reaction Database (ORD), a public repository of structured organic reaction records. Task: describe an organic reaction: reactants, conditions, products, and yield Starting materials: N1CCC2=CC(=CC=C12)C(=O)OC (Methyl 2,3-Dihydro-1H-indole-5-carboxylate), COC=1C=C(C=O)C=C(C1OC)OC (3,4,5-trimethoxybenzaldehyde), C(CCC)[Sn](CCCC)(Cl)Cl (dibutyltin dichloride), C1(=CC=CC=C1)[SiH3] (phenylsilane), aldehyde, C1(=CC=CC=C1)[SiH3] (phenylsilane). Solvent: C1CCOC1 (THF). Run at time 8 hour. Product: COC=1C=C(CN2CCC3=CC(=CC=C23)C(=O)OC)C=C(C1OC)OC (Methyl 1-(3,4,5-Trimethoxy-benzyl)-2,3-dihydro-1H-indole-5-carboxylate). Isolated yield 70.9%. Reaction SMILES: [NH:1]1[C:9]2[C:4](=[CH:5][C:6]([C:10]([O:12][CH3:13])=[O:11])=[CH:7][CH:8]=2)[CH2:3][CH2:2]1.[CH3:14][O:15][C:16]1[CH:17]=[C:18]([CH:21]=[C:22]([O:26][CH3:27])[C:23]=1[O:24][CH3:25])[CH:19]=O.C([Sn](Cl)(Cl)CCCC)CCC.C1([SiH3])C=CC=CC=1>C1COCC1>[CH3:27][O:26][C:22]1[CH:21]=[C:18]([CH:17]=[C:16]([O:15][CH3:14])[C:23]=1[O:24][CH3:25])[CH2:19][N:1]1[C:9]2[C:4](=[CH:5][C:6]([C:10]([O:12][CH3:13])=[O:11])=[CH:7][CH:8]=2)[CH2:3][CH2:2]1. Procedure: To a solution of 20 (300 mg, 1.69 mmol), 3,4,5-trimethoxybenzaldehyde (365 mg, 1.86 mmol) and dibutyltin dichloride (51 mg, 0.17 mmol) in THF (8 mL) was added phenylsilane (229 μl, 1.86 mmol). The mixture was stirred overnight at room temperature under nitrogen. Additional aldehyde and phenylsilane were added and the stirring continued until starting material was consumed. THF was evaporated in vacuum and the residue was purified by flash chromatography (eluent 20% EtOAc in hexane). The compound... Starting materials: C(C1=CC=CC=C1)SC1=C(N)C=C(C=C1)[N+](=O)[O-] (2-(benzylthio)-5-nitroaniline), ClC(=O)OCC (ethyl chloroformate), CCN(C(C)C)C(C)C (DIPEA). Procedure: To the solution of 2-(benzylthio)-5-nitroaniline (2.61 g, 10 mmol) in DMF (10 ml), added ethyl chloroformate (1.05 ml, 1 lmmol), followed by DIPEA (2.1 ml, 12 mmol). Stirred for 4 hours. Diluted with EtOAc, washed with water and brine, dried over Na2SO4. Concentrated to give ethyl 2-(benzylthio)-5-nitrophenylcarbamate as product. Product: C(C1=CC=CC=C1)SC1=C(C=C(C=C1)[N+](=O)[O-])NC(OCC)=O (ethyl 2-(benzylthio)-5-nitrophenylcarbamate). Reaction SMILES: [CH2:1]([S:8][C:9]1[CH:15]=[CH:14][C:13]([N+:16]([O-:18])=[O:17])=[CH:12][C:10]=1[NH2:11])[C:2]1[CH:7]=[CH:6][CH:5]=[CH:4][CH:3]=1.Cl[C:20]([O:22][CH2:23][CH3:24])=[O:21].CCN(C(C)C)C(C)C>CN(C=O)C.CCOC(C)=O>[CH2:1]([S:8][C:9]1[CH:15]=[CH:14][C:13]([N+:16]([O-:18])=[O:17])=[CH:12][C:10]=1[NH:11][C:20](=[O:21])[O:22][CH2:23][CH3:24])[C:2]1[CH:3]=[CH:4][CH:5]=[CH:6][CH:7]=1. Solvent: CCOC(=O)C (EtOAc), CN(C)C=O (DMF). Reaction conditions: time 4 hour.